From a dataset of the Open Reaction Database (ORD), a public repository of structured organic reaction records. describe an organic reaction: reactants, conditions, products, and yield Reactants: ClCC(=O)C1=CC=2CC3=CC(=CC=C3OC2C=C1)C(CCl)=O (2,7-bis(chloroacetyl)-xanthene), [I-].[K+] (potassium iodide), N1CCOCC1 (morpholine). The solvent is O1CCCC1 (tetrahydrofuran). Conditions: time 7 day. The product is O.Cl.Cl.O1CCN(CC1)CC(=O)C1=CC=2CC3=CC(=CC=C3OC2C=C1)C(CN1CCOCC1)=O (2,7-BIS(2-MORPHOLINOACETYL)XANTHENE DIHYDROCHLORIDE HYDRATE). Reaction SMILES: [Cl:1][CH2:2][C:3]([C:5]1[CH:18]=[CH:17][C:16]2[O:15][C:14]3[C:9](=[CH:10][C:11]([C:19](=[O:22])[CH2:20]Cl)=[CH:12][CH:13]=3)[CH2:8][C:7]=2[CH:6]=1)=[O:4].[I-].[K+].[NH:25]1[CH2:30][CH2:29][O:28][CH2:27][CH2:26]1>O1CCCC1>[OH2:4].[ClH:1].[ClH:1].[O:28]1[CH2:29][CH2:30][N:25]([CH2:2][C:3]([C:5]2[CH:18]=[CH:17][C:16]3[O:15][C:14]4[C:9](=[CH:10][C:11]([C:19](=[O:22])[CH2:20][N:25]5[CH2:30][CH2:29][O:28][CH2:27][CH2:26]5)=[CH:12][CH:13]=4)[CH2:8][C:7]=3[CH:6]=2)=[O:4])[CH2:26][CH2:27]1 |f:1.2,5.6.7.8|. Procedure: A mixture of 22.7 g (0.068 mole) of 2,7-bis(chloroacetyl)-xanthene, 2 g of potassium iodide, 200 ml. of morpholine and 500 ml. of tetrahydrofuran was allowed to stand for 7 days at room temperature, then filtered. The filtrate was evaporated to dryness and the resulting residue was cooled, dissolved in dilute HCl and filtered. The filtrate was made alkaline and the product was extracted with methylene chloride. The methylene chloride extract was evaporated to a small volume, cooled and acidified... The reactants are ClC1=NC=C(C(=N1)Cl)[N+](=O)[O-] (2,4-dichloro-5-nitropyrimidine), [N+](=O)([O-])N[C@@H](CC1=CC=CC=C1)C(=O)O (nitrophenylalanine), dialkylamine. Reagents/catalysts: [Pd] (palladium). The product is NN[C@@H](CC1=CC=CC=C1)C(=O)O (aminophenylalanine). Reaction SMILES: ClC1N=C(Cl)C([N+]([O-])=O)=CN=1.[N+:12]([NH:15][C@H:16]([C:24]([OH:26])=[O:25])[CH2:17][C:18]1[CH:23]=[CH:22][CH:21]=[CH:20][CH:19]=1)([O-])=O>[Pd]>[NH2:12][NH:15][C@H:16]([C:24]([OH:26])=[O:25])[CH2:17][C:18]1[CH:23]=[CH:22][CH:21]=[CH:20][CH:19]=1. Procedure: 2,4-dichloro-5-nitropyrimidine is first coupled to a nitrophenylalanine derivative and the product is allowed to react with a dialkylamine, either directly or utilizing “Buchwald” palladium catalyzed coupling conditions. The resulting product is then hydrogenated yielding an aminophenylalanine derivative. This is coupled to 2-chloro-3-nitropyridine followed by reduction of the nitro group. Cyclization with CDI followed by alkylation with methyl iodide or other alkylating agent gives the imidazol... The reactants are O=C([O-])[O-], CN(C)C=O, Cc1nn(-c2ccccc2)c(Cl)c1C(=O)c1ccccc1, Sc1cc(Cl)cc(Cl)c1, [K+], [K+]. The product is Cc1nn(-c2ccccc2)c(Sc2cc(Cl)cc(Cl)c2)c1C(=O)c1ccccc1. As a reaction SMILES: [C:31](=[O:32])([O-:33])[O-:34].[CH3:37][N:38]([CH3:39])[CH:40]=[O:41].[Cl:1][c:2]1[c:3]([C:14](=[O:15])[c:16]2[cH:17][cH:18][cH:19][cH:20][cH:21]2)[c:4]([CH3:13])[n:5][n:6]1-[c:7]1[cH:8][cH:9][cH:10][cH:11][cH:12]1.[Cl:22][c:23]1[cH:24][c:25]([SH:30])[cH:26][c:27]([Cl:29])[cH:28]1.[K+:35].[K+:36]>>[c:2]1([S:30][c:25]2[cH:24][c:23]([Cl:22])[cH:28][c:27]([Cl:29])[cH:26]2)[c:3]([C:14](=[O:15])[c:16]2[cH:17][cH:18][cH:19][cH:20][cH:21]2)[c:4]([CH3:13])[n:5][n:6]1-[c:7]1[cH:8][cH:9][cH:10][cH:11][cH:12]1. The reactants are CC1(C)CCCC(C)(C)[NH+]1[O-], CN(C)C=O, [Cl-], Cl[Cu], [Na+], O, CCOC(=O)C(C)=CC=CC(C)=CCO. The product is CCOC(=O)C(C)=CC=CC(C)=CC=O. Reaction SMILES: [CH3:17][C:18]1([CH3:19])[CH2:20][CH2:21][CH2:22][C:23]([CH3:24])([CH3:25])[NH+:26]1[O-:27].[CH3:30][N:31]([CH3:32])[CH:33]=[O:34].[Cl-:29].[Cl:35][Cu:36].[Na+:28].[O:1].[OH:2][CH2:3][CH:4]=[C:5]([CH:6]=[CH:7][CH:8]=[C:9]([C:10](=[O:11])[O:12][CH2:13][CH3:14])[CH3:15])[CH3:16]>>[O:2]=[CH:3][CH:4]=[C:5]([CH:6]=[CH:7][CH:8]=[C:9]([C:10](=[O:11])[O:12][CH2:13][CH3:14])[CH3:15])[CH3:16]. Starting materials: C1(=CC=CC=C1)N1C(=O)NC(=O)C1 (1-phenylhydantoin), [OH-].[K+] (potassium hydroxide), BrCCBr (1,2-dibromoethane), [I-].[K+] (potassium iodide). Solvent: C(C)O (ethanol). The product is C1(=CC=CC=C1)N1C(=O)N(C(=O)C1)CCBr (1-Phenyl-3-(2-bromoethyl)hydantoin). RXN SMILES: [C:1]1([N:7]2[CH2:13][C:11](=[O:12])[NH:10][C:8]2=[O:9])[CH:6]=[CH:5][CH:4]=[CH:3][CH:2]=1.[OH-].[K+].[Br:16][CH2:17][CH2:18]Br.[I-].[K+]>C(O)C>[C:1]1([N:7]2[CH2:13][C:11](=[O:12])[N:10]([CH2:18][CH2:17][Br:16])[C:8]2=[O:9])[CH:2]=[CH:3][CH:4]=[CH:5][CH:6]=1 |f:1.2,4.5|. Procedure details: A mixture of 1-phenylhydantoin (5 g, 28.3 mmoles), 85% potassium hydroxide (2.06 g, 31.2 mmoles), 1,2-dibromoethane (11.72 g, 62.4 mmoles) and potassium iodide (catalytic amounts) in 100 ml of ethanol was refluxed for 67 hours. The solid was filtered, the mother liquors were evaporated and the crude product was purified by silica gel column chromatography eluting with increasing mixtures of ethyl acetate in hexane. By crystallization from acetone/hexane 1.56 g of the title compound were obtained... Starting materials: C(CCCCCCCCCCCC)(=O)O (n-tridecanoic acid), ClC1=C(C=C(C(=C1)Cl)Cl)O (2,4,5-trichlorophenol), N,N-dicyclohexylcarbodiimide. The solvent is C(Cl)Cl (methylene chloride). Yields the product C(CCCCCCCCCCCC)(=O)OC1=C(C=C(C(=C1)Cl)Cl)Cl (2,4,5-trichlorophenyl n-tridecanoate). The yield is 95.9%. RXN SMILES: [C:1]([OH:15])(=[O:14])[CH2:2][CH2:3][CH2:4][CH2:5][CH2:6][CH2:7][CH2:8][CH2:9][CH2:10][CH2:11][CH2:12][CH3:13].[Cl:16][C:17]1[CH:22]=[C:21]([Cl:23])[C:20]([Cl:24])=[CH:19][C:18]=1O>C(Cl)Cl>[C:1]([O:15][C:18]1[CH:19]=[C:20]([Cl:24])[C:21]([Cl:23])=[CH:22][C:17]=1[Cl:16])(=[O:14])[CH2:2][CH2:3][CH2:4][CH2:5][CH2:6][CH2:7][CH2:8][CH2:9][CH2:10][CH2:11][CH2:12][CH3:13]. Reported procedure: A solution of n-tridecanoic acid (Sigma Chemical Co.) (12.5 g.), 2,4,5-trichlorophenol (11.5 g.), and N,N-dicyclohexylcarbodiimide (12.0 g.) in methylene chloride (650 ml.) is stirred at room temperature for 16 hours. The reaction mixture is then filtered and dried in vacuo to give 2,4,5-trichlorophenyl n-tridecanoate (22 g.). The material is purified by column chromatography over silica gel (Woelm) using toluene as the eluent. Fractions are monitored by TLC using a shortwave UV light for detect... Solvent: C(CN)N (ethylenediamine), O (water). The reactants are BrC=1C=CC2=C(NCC(O2)(C)C)C1 (6-bromo-3,4-dihydro-2,2-dimethyl-2H-1,4-benzoxazine), cuprous cyanide, CN(C=O)C (N,N-dimethylformamide). Run at temperature 150 celsius, time 5 hour. Reaction SMILES: Br[C:2]1[CH:3]=[CH:4][C:5]2[O:10][C:9]([CH3:12])([CH3:11])[CH2:8][NH:7][C:6]=2[CH:13]=1.[CH3:14][N:15](C)C=O>C(N)CN.O>[C:14]([C:2]1[CH:3]=[CH:4][C:5]2[O:10][C:9]([CH3:12])([CH3:11])[CH2:8][NH:7][C:6]=2[CH:13]=1)#[N:15]. Yields the product C(#N)C=1C=CC2=C(NCC(O2)(C)C)C1 (6-cyano-3,4-dihydro-2,2-dimethyl-2H-1,4-benzoxazine). Procedure details: A mixture of 480 mg of 6-bromo-3,4-dihydro-2,2-dimethyl-2H-1,4-benzoxazine, 206 mg of cuprous cyanide and 5 ml of N,N-dimethylformamide was stirred at 130° C. for 4 hours and further at 150° C. for 5 hours. This reaction mixture was diluted with 0.5 ml of ethylenediamine and 10 ml of water and extracted with benzene. The organic layer was washed with water and dried over anhydrous magnesium sulfate and the solvent was distilled off. The residue was chromatographed on a silica gel column and elut... Reactants: OC=1C=NC2=CC=CC=C2C1C=O (3-hydroxy-quinoline-4-carbaldehyde), C(C)(C)(C)OC(N[C@@H]1CC[C@H](CC1)CC=O)=O ([trans-4-(2-oxo-ethyl)-cyclohexyl]-carbamic acid tert-butyl ester), O=C1CSC2=C(N1)C=C(C=C2)C(=O)O (3-oxo-3,4-dihydro-2H-benzo[1,4]thiazine-6-carboxylic acid). The product is O1CC(CC=2C3=CC=CC=C3N=CC12)[C@@H]1CC[C@H](CC1)NC(=O)C=1C=CC2=C(NC(CS2)=O)C1 (3-oxo-3,4-dihydro-2H-benzo[1,4]thiazine-6-carboxylic acid [trans-4-(3,4-dihydro-2H-1-oxa-9-aza-phenanthren-3-yl)-cyclohexyl]-amide). As a reaction SMILES: [OH:1][C:2]1[CH:3]=[N:4][C:5]2[C:10]([C:11]=1[CH:12]=O)=[CH:9][CH:8]=[CH:7][CH:6]=2.C(O[C:19](=[O:30])[NH:20][C@H:21]1[CH2:26][CH2:25][C@H:24]([CH2:27][CH:28]=O)[CH2:23][CH2:22]1)(C)(C)C.[O:31]=[C:32]1[NH:37][C:36]2[CH:38]=[C:39](C(O)=O)[CH:40]=[CH:41][C:35]=2[S:34][CH2:33]1>>[O:1]1[C:2]2[CH:3]=[N:4][C:5]3[C:10](=[CH:9][CH:8]=[CH:7][CH:6]=3)[C:11]=2[CH2:12][CH:27]([C@H:24]2[CH2:23][CH2:22][C@H:21]([NH:20][C:19]([C:39]3[CH:40]=[CH:41][C:35]4[S:34][CH2:33][C:32](=[O:31])[NH:37][C:36]=4[CH:38]=3)=[O:30])[CH2:26][CH2:25]2)[CH2:28]1. Reported procedure: The titled compound is prepared as a white lyophilizated powder following Scheme 6 and in analogy to Example 15 using 3-hydroxy-quinoline-4-carbaldehyde, [trans-4-(2-oxo-ethyl)-cyclohexyl]-carbamic acid tert-butyl ester and 3-oxo-3,4-dihydro-2H-benzo[1,4]thiazine-6-carboxylic acid as starting materials. The reactants are CC(c1ccccc1)N1CCC(CN2CCOCC2)C1C(N)=O, O. Yields the product NC(=O)C1NCCC1CN1CCOCC1. As a reaction SMILES: [O:1]1[CH2:2][CH2:3][N:4]([CH2:7][CH:8]2[CH:9]([C:21](=[O:22])[NH2:23])[N:10]([CH:13]([c:14]3[cH:15][cH:16][cH:17][cH:18][cH:19]3)[CH3:20])[CH2:11][CH2:12]2)[CH2:5][CH2:6]1.[OH2:24]>>[O:1]1[CH2:2][CH2:3][N:4]([CH2:7][CH:8]2[CH:9]([C:21](=[O:22])[NH2:23])[NH:10][CH2:11][CH2:12]2)[CH2:5][CH2:6]1. Starting materials: BrC1=NC=CC(=C1)C=1N=CN(C1C1=CC=C(C=C1)F)C (2-Bromo-4-[5-(4-fluoro-phenyl)-1-methyl-1H-imidazol-4-yl]-pyridine), [OH-].[NH4+] (ammonium hydroxide), O (water). Reagents/catalysts: [Cu-]=O (copper (I) oxide). Solvent: O1CCOCC1 (1,4-dioxane). Product: FC1=CC=C(C=C1)C1=C(N=CN1C)C1=CC(=NC=C1)N (4-[5-(4-Fluoro-phenyl)-1-methyl-1H-imidazol-4-yl]-pyridin-2-ylamine). RXN SMILES: Br[C:2]1[CH:7]=[C:6]([C:8]2[N:9]=[CH:10][N:11]([CH3:20])[C:12]=2[C:13]2[CH:18]=[CH:17][C:16]([F:19])=[CH:15][CH:14]=2)[CH:5]=[CH:4][N:3]=1.[OH-].[NH4+:22].O>O1CCOCC1.[Cu-]=O>[F:19][C:16]1[CH:17]=[CH:18][C:13]([C:12]2[N:11]([CH3:20])[CH:10]=[N:9][C:8]=2[C:6]2[CH:5]=[CH:4][N:3]=[C:2]([NH2:22])[CH:7]=2)=[CH:14][CH:15]=1 |f:1.2|. Procedure details: The crude 2-Bromo-4-[5-(4-fluoro-phenyl)-1-methyl-1H-imidazol-4-yl]-pyridine (196 mg), 28% aqueous ammonium hydroxide solution (2.0 mL) and copper (I) oxide (84 mg, 0.59 mmol) are mixed in 1,4-dioxane (3.0 mL) in a microwave reaction tube. The mixture is heated at 150° C. for 25 min in a microwave reactor before water (30 mL) is added. The resulting mixture is extracted with EtOAc (3×25 ml). The organic layers are combined and concentrated to give the crude product. Purification by silica flash ...